Dataset: the Open Reaction Database (ORD), a public repository of structured organic reaction records. Task: describe an organic reaction: reactants, conditions, products, and yield The reactants are Cc1cc(CO)cnc1Cl, O=S(Cl)Cl. Yields the product Cc1cc(CCl)cnc1Cl. As a reaction SMILES: [Cl:1][c:2]1[c:3]([CH3:10])[cH:4][c:5]([CH2:8][OH:9])[cH:6][n:7]1.[S:11]([Cl:12])([Cl:13])=[O:14]>>[Cl:1][c:2]1[c:3]([CH3:10])[cH:4][c:5]([CH2:8][Cl:13])[cH:6][n:7]1. Starting materials: C(C#CC)OC1=CC=C(C=C1)S(=O)(=O)NC1(CCCC1)C(=O)O ({[4-(2-Butynyloxy)phenyl]sulfonyl}aminocyclopentanecarboxylic acid), C(C#CC)OC1=CC=C(C=C1)S(=O)(=O)N[C@@H]1[C@@H](CCC1)C(=O)NO ((1R, 2S)-2-[{[4-(2-butynyloxy)phenyl]sulfonyl}amino)-N-hydroxycyclopentanecarboxamide). The yield is 63.5%. RXN SMILES: [CH2:1]([O:5][C:6]1[CH:11]=[CH:10][C:9]([S:12]([NH:15][C:16]2([C:21](O)=O)[CH2:20][CH2:19][CH2:18][CH2:17]2)(=[O:14])=[O:13])=[CH:8][CH:7]=1)[C:2]#[C:3][CH3:4].C(OC1C=CC(S(N[C@H]2CCC[C@H]2[C:44]([NH:46][OH:47])=[O:45])(=O)=O)=CC=1)C#CC>>[CH2:1]([O:5][C:6]1[CH:7]=[CH:8][C:9]([S:12]([NH:15][C@H:16]2[CH2:20][CH2:19][CH2:18][CH2:17][C@H:21]2[C:44]([NH:46][OH:47])=[O:45])(=[O:13])=[O:14])=[CH:10][CH:11]=1)[C:2]#[C:3][CH3:4]. Procedure details: (1R,2S)-2-[{[4-(2-Butynyloxy)phenyl]sulfonyl}aminocyclopentanecarboxylic acid (0.506 g, 1.5 mmol) was converted to (1R, 2S)-2-[{[4-(2-butynyloxy)phenyl]sulfonyl}amino)-N-hydroxycyclopentanecarboxamide (0.28 g) as described in Example 21 to give an off-white solid (0.185 g), mp 140-145° C. Electrospray Mass Spec 353.4 (M+H)+. Yields the product C(C#CC)OC1=CC=C(C=C1)S(=O)(=O)N[C@@H]1[C@@H](CCCC1)C(=O)NO ((1R,2S)-2-[{[4-(2-Butynyloxy)phenyl]sulfonyl}amino)-N-hydroxycyclohexanecarboxamide). The reactants are COC1=C(C=C(C=C1)C1CCOCC1)NC(=O)C=1NC=CN1 (1H-Imidazole-2-carboxylic acid [2-methoxy-5-(tetrahydro-pyran-4-yl)-phenyl]-amide), COC=1C=CC(=CC1)P2(=S)SP(=S)(S2)C=3C=CC(=CC3)OC (Lawesson reagent), O (water). Solvent: C1(=CC=CC=C1)C (toluene). Product: COC1=C(C=C(C=C1)C1CCOCC1)NC(=S)C=1NC=CN1 (1H-imidazole-2-carbothioic acid [2-methoxy-5-(tetrahydro-pyran-4-yl)-phenyl]-amide). Isolated yield 41.5%. Reaction SMILES: [CH3:1][O:2][C:3]1[CH:8]=[CH:7][C:6]([CH:9]2[CH2:14][CH2:13][O:12][CH2:11][CH2:10]2)=[CH:5][C:4]=1[NH:15][C:16]([C:18]1[NH:19][CH:20]=[CH:21][N:22]=1)=O.COC1C=CC(P2(SP(C3C=CC(OC)=CC=3)(=S)S2)=[S:32])=CC=1.O>C1(C)C=CC=CC=1>[CH3:1][O:2][C:3]1[CH:8]=[CH:7][C:6]([CH:9]2[CH2:14][CH2:13][O:12][CH2:11][CH2:10]2)=[CH:5][C:4]=1[NH:15][C:16]([C:18]1[NH:19][CH:20]=[CH:21][N:22]=1)=[S:32]. Procedure details: 0.41 g of 1H-Imidazole-2-carboxylic acid [2-methoxy-5-(tetrahydro-pyran-4-yl)-phenyl]-amide (1.36 mmol) were taken up in toluene (25.0 ml) and treated with 1.65 g of Lawesson reagent (4.08 mmol). The reaction mixture was heated to reflux for 16 h. After cooling to ambient temperature, water (25 ml) was added and the mixture was extracted 3 times with methylene chloride. The combined organic phases were dried on sodium carbonate, evaporated and the residue was dried under high vacuum to yield 0.1... Reactants: 28.2, C1(=CC=CS1)C(=O)C1=CC=C(C(C(=O)O)C)C=C1 (p-(2-thenoyl)hydratropic acid), [Na] (sodium), CN(P(=O)(N(C)C)N(C)C)C (hexamethylphosphoramide), BrCCC (1-bromopropane). The solvent is O (water). Reaction conditions: time 2 hour. Product: C1(=CC=CS1)C(=O)C1=CC=C(C(C(=O)OCCC)C)C=C1 (propyl p-(2-thenoyl)hydratropate). RXN SMILES: [C:1]1([C:6]([C:8]2[CH:18]=[CH:17][C:11]([CH:12]([CH3:16])[C:13]([OH:15])=[O:14])=[CH:10][CH:9]=2)=[O:7])[S:5][CH:4]=[CH:3][CH:2]=1.[Na].CN(C)P(N(C)C)(N(C)C)=O.Br[CH2:32][CH2:33][CH3:34]>O>[C:1]1([C:6]([C:8]2[CH:18]=[CH:17][C:11]([CH:12]([CH3:16])[C:13]([O:15][CH2:32][CH2:33][CH3:34])=[O:14])=[CH:10][CH:9]=2)=[O:7])[S:5][CH:4]=[CH:3][CH:2]=1 |^1:18|. Procedure details: To a stirred solution of 28.2 parts of p-(2-thenoyl)hydratropic acid, sodium salt in 250 parts of hexamethylphosphoramide are added 49.2 parts of 1-bromopropane and the whole is stirred for 2 hours at room temperature. The reaction mixture is poured onto 1000 parts of water and the product is extracted three times with diisopropylether. The combined extracts are washed with 200 parts of water, dried, filtered and evaporated. The viscous residue is filtered off over hyflo, yielding propyl p-(2-th... Starting materials: C1OC23[C@]4(C)[C@@H](CC2(OCCO3)OC1)[C@@H]1C[C@@H](C3CCCC[C@]3(C)[C@H]1CC4)C=C (17,17-bis(ethylendioxy)-6α-vinylandrostane), C(#N)[C@H]1C[C@H]2[C@@H]3CCC([C@@]3(C)CC[C@@H]2[C@]2(CCC(CC12)=O)C)=O (6α-cyanoandrostane-3,17-dione). The product is C(=C)[C@H]1C[C@H]2[C@@H]3CCC([C@@]3(C)CC[C@@H]2[C@]2(CCC(CC12)=O)C)=O (6α-Vinylandrostane-3,17-dione). The yield is 92.0%. Reaction SMILES: C1CO[C:8]23OCCO[C:3]2([C@:4]2([CH2:27][CH2:26][C@H:25]4[C@@H:15]([CH2:16][C@H:17]([CH:28]=[CH2:29])[CH:18]5[C@:23]4([CH3:24])[CH2:22][CH2:21][CH2:20][CH2:19]5)[C@@H:6]2[CH2:7]3)[CH3:5])[O:2]1.C([C@@H]1C2[C@](C)(CCC(=[O:50])C2)[C@@H]2[C@H]([C@H]3[C@@](CC2)(C)C(=O)CC3)C1)#N>>[CH:28]([C@@H:17]1[CH:18]2[C@:23]([CH3:24])([CH2:22][CH2:21][C:20](=[O:50])[CH2:19]2)[C@@H:25]2[C@H:15]([C@H:6]3[C@@:4]([CH2:27][CH2:26]2)([CH3:5])[C:3](=[O:2])[CH2:8][CH2:7]3)[CH2:16]1)=[CH2:29]. Procedure: The title compound II-ak was prepared in 92% yield from 3,3:17,17-bis(ethylendioxy)-6α-vinylandrostane by the procedure described above for the preparation of 6α-cyanoandrostane-3,17-dione (II-ac, Prepn. 3). The combined organic extracts were washed with H2O, dried over Na2SO4 and evaporated to dryness. 1H-NMR (300 MHz, acetone-d6, ppm from TMS): δ 5.51 (m, 1H), 4.97 (m, 2H), 2.53-0.82 (m, 21H), 1.14 (s, 3H), 0.98 (s, 3H), The reactants are Intermediate 100, CN1N=C(C(=C1)B1OC(C(O1)(C)C)(C)C)C1=CC=C(C=C1)[N+](=O)[O-] (1-methyl-3-(4-nitrophenyl)-4-(4,4,5,5-tetramethyl-1,3,2-dioxaborolan-2-yl)-1H-pyrazole), BrC1=C2C(=NC=C1)N(C(=C2)C2(CCN(CC2)C(=O)OC(C)(C)C)O)S(=O)(=O)C2=CC=CC=C2 (1,1-dimethylethyl 4-[4-bromo-1-(phenylsulfonyl)-1H-pyrrolo[2,3-b]pyridin-2-yl]-4-hydroxy-1-piperidinecarboxylate). Product: OC1(CCN(CC1)C(=O)OC(C)(C)C)C1=CC=2C(=NC=CC2C=2C(=NN(C2)C)C2=CC=C(C=C2)[N+](=O)[O-])N1S(=O)(=O)C1=CC=CC=C1 (1,1-dimethylethyl 4-hydroxy-4-[4-[1-methyl-3-(4-nitrophenyl)-1H-pyrazol-4-yl]-1-(phenylsulfonyl)-1H-pyrrolo[2,3-b]pyridin-2-yl]-1-piperidinecarboxylate). As a reaction SMILES: [CH3:1][N:2]1[CH:6]=[C:5](B2OC(C)(C)C(C)(C)O2)[C:4]([C:16]2[CH:21]=[CH:20][C:19]([N+:22]([O-:24])=[O:23])=[CH:18][CH:17]=2)=[N:3]1.Br[C:26]1[CH:31]=[CH:30][N:29]=[C:28]2[N:32]([S:49]([C:52]3[CH:57]=[CH:56][CH:55]=[CH:54][CH:53]=3)(=[O:51])=[O:50])[C:33]([C:35]3([OH:48])[CH2:40][CH2:39][N:38]([C:41]([O:43][C:44]([CH3:47])([CH3:46])[CH3:45])=[O:42])[CH2:37][CH2:36]3)=[CH:34][C:27]=12>>[OH:48][C:35]1([C:33]2[N:32]([S:49]([C:52]3[CH:57]=[CH:56][CH:55]=[CH:54][CH:53]=3)(=[O:51])=[O:50])[C:28]3=[N:29][CH:30]=[CH:31][C:26]([C:5]4[C:4]([C:16]5[CH:17]=[CH:18][C:19]([N+:22]([O-:24])=[O:23])=[CH:20][CH:21]=5)=[N:3][N:2]([CH3:1])[CH:6]=4)=[C:27]3[CH:34]=2)[CH2:36][CH2:37][N:38]([C:41]([O:43][C:44]([CH3:47])([CH3:46])[CH3:45])=[O:42])[CH2:39][CH2:40]1. Procedure details: Following the procedure described for Intermediate 100 using 1-methyl-3-(4-nitrophenyl)-4-(4,4,5,5-tetramethyl-1,3,2-dioxaborolan-2-yl)-1H-pyrazole and 1,1-dimethylethyl 4-[4-bromo-1-(phenylsulfonyl)-1H-pyrrolo[2,3-b]pyridin-2-yl]-4-hydroxy-1-piperidinecarboxylate provided the title compound. ESMS [M+H]+: 659.2. The reactants are [Al+3], CC(=O)Cl, CO, [Cl-], [Cl-], [Cl-], ClCCCl, ClCCl, CCOC(=O)c1ccc[nH]1. The product is CCOC(=O)c1cc(C(C)=O)c[nH]1. Reaction SMILES: [Al+3:12].[CH3:15][C:16]([Cl:17])=[O:18].[CH3:19][OH:20].[Cl-:11].[Cl-:13].[Cl-:14].[Cl:21][CH2:22][CH2:23][Cl:24].[Cl:25][CH2:26][Cl:27].[nH:1]1[c:2]([C:6](=[O:7])[O:8][CH2:9][CH3:10])[cH:3][cH:4][cH:5]1>>[nH:1]1[c:2]([C:6](=[O:7])[O:8][CH2:9][CH3:10])[cH:3][c:4]([C:16]([CH3:15])=[O:18])[cH:5]1. The reactants are CC(C)(C)OC(=O)COCCCCBr, CC(C)=O, [Na+], [Na+], O=C([O-])[O-], Sc1cnc(-c2ccccc2)c(-c2ccccc2)n1. Yields the product CC(C)(C)OC(=O)COCCCCSc1cnc(-c2ccccc2)c(-c2ccccc2)n1. RXN SMILES: [C:26]([CH3:27])([CH3:28])([CH3:29])[O:30][C:31]([CH2:32][O:33][CH2:34][CH2:35][CH2:36][CH2:37][Br:38])=[O:39].[CH3:40][C:41](=[O:42])[CH3:43].[Na+:20].[Na+:21].[O-:22][C:23](=[O:24])[O-:25].[c:1]1(-[c:7]2[n:8][cH:9][c:10]([SH:19])[n:11][c:12]2-[c:13]2[cH:14][cH:15][cH:16][cH:17][cH:18]2)[cH:2][cH:3][cH:4][cH:5][cH:6]1>>[c:1]1(-[c:7]2[n:8][cH:9][c:10]([S:19][CH2:37][CH2:36][CH2:35][CH2:34][O:33][CH2:32][C:31]([O:30][C:26]([CH3:27])([CH3:28])[CH3:29])=[O:39])[n:11][c:12]2-[c:13]2[cH:14][cH:15][cH:16][cH:17][cH:18]2)[cH:2][cH:3][cH:4][cH:5][cH:6]1. Procedure details: To a solution of 2-tert-butoxy-2-(1-(4-chlorophenyl)-7-(3-hydroxy-3-methylbut-1-ynyl)-3-methylnaphthalen-2-yl)acetic acid (8 mg, 0.017 mmol) in EtOH (1 mL) was added rhodium on alumina (2 mg). The reaction was flushed with hydrogen gas and then stirred under and hydrogen atmosphere for 1 h. The reaction was filtered and concentrated in vacuo to give 7 mg of the titled compound. 1H-NMR: 400 MHz, (CD3OD) δ: 7.68 (d, J=8 Hz, 1H), 7.63 (m, 1H), 7.61 (s, 1H), 7.53 (m, 2H), 7.30 (m, 2H), 7.05 (s, 1H),... Yields the product C(C)(C)(C)OC(C(=O)O)C1=C(C2=CC(=CC=C2C=C1C)CCC(C)(C)O)C1=CC=C(C=C1)Cl (2-tert-butoxy-2-(1-(4-chlorophenyl)-7-(3-hydroxy-3-methylbutyl)-3-methylnaphthalen-2-yl)acetic acid). Reaction conditions: time 1 hour. Yield: 87.8%. As a reaction SMILES: [C:1]([O:5][CH:6]([C:10]1[C:19]([CH3:20])=[CH:18][C:17]2[C:12](=[CH:13][C:14]([C:21]#[C:22][C:23]([OH:26])([CH3:25])[CH3:24])=[CH:15][CH:16]=2)[C:11]=1[C:27]1[CH:32]=[CH:31][C:30]([Cl:33])=[CH:29][CH:28]=1)[C:7]([OH:9])=[O:8])([CH3:4])([CH3:3])[CH3:2]>CCO.[Rh]>[C:1]([O:5][CH:6]([C:10]1[C:19]([CH3:20])=[CH:18][C:17]2[C:12](=[CH:13][C:14]([CH2:21][CH2:22][C:23]([OH:26])([CH3:24])[CH3:25])=[CH:15][CH:16]=2)[C:11]=1[C:27]1[CH:28]=[CH:29][C:30]([Cl:33])=[CH:31][CH:32]=1)[C:7]([OH:9])=[O:8])([CH3:2])([CH3:3])[CH3:4]. Reactants: C(C)(C)(C)OC(C(=O)O)C1=C(C2=CC(=CC=C2C=C1C)C#CC(C)(C)O)C1=CC=C(C=C1)Cl (2-tert-butoxy-2-(1-(4-chlorophenyl)-7-(3-hydroxy-3-methylbut-1-ynyl)-3-methylnaphthalen-2-yl)acetic acid). The reagents and catalysts are [Rh] (rhodium on alumina). The solvent is CCO (EtOH).